Dataset: the Open Reaction Database (ORD), a public repository of structured organic reaction records. Task: describe an organic reaction: reactants, conditions, products, and yield The reactants are IC1=CC=C2C=C(C(OC2=C1)C(F)(F)F)C(=O)OCC (ethyl 7-iodo-2-(trifluoromethyl)-2H-chromene-3-carboxylate), [OH-].[Na+] (NaOH). Solvent: CCO (EtOH), O (H2O). The product is IC1=CC=C2C=C(C(OC2=C1)C(F)(F)F)C(=O)O (7-iodo-2-(trifluoromethyl)-2H-chromene-3-carboxylic acid). Reaction SMILES: [I:1][C:2]1[CH:11]=[C:10]2[C:5]([CH:6]=[C:7]([C:16]([O:18]CC)=[O:17])[CH:8]([C:12]([F:15])([F:14])[F:13])[O:9]2)=[CH:4][CH:3]=1.[OH-].[Na+]>CCO.O>[I:1][C:2]1[CH:11]=[C:10]2[C:5]([CH:6]=[C:7]([C:16]([OH:18])=[O:17])[CH:8]([C:12]([F:14])([F:13])[F:15])[O:9]2)=[CH:4][CH:3]=1 |f:1.2|. Procedure: To a suspension of ethyl 7-iodo-2-(trifluoromethyl)-2H-chromene-3-carboxylate (1.50 g, 3.9 mmol) in 5 mL EtOH was added NaOH (0.46 g, 11.6 mmol) in 2.5 mL of H2O. After heating for 1.5 h, reaction solvent was removed under vacuum. The resulting sodium salt was used immediately. Reactants: C([O-])(O)=O.[Na+] (sodium bicarbonate), ketone, O1CCCC=C1 (dihydropyran), p-toluolsulfonic acid. Run in C(Cl)Cl (methylene chloride), CCOCC (ether). The product is O1C(CCCC1)OC1OCCCC1 (bis-tetrahydropyranyl ether). RXN SMILES: [O:1]1[CH:6]=[CH:5][CH2:4][CH2:3][CH2:2]1.[C:7](=[O:10])(O)[O-:8].[Na+]>C(Cl)Cl.CCOCC>[O:1]1[CH2:2][CH2:3][CH2:4][CH2:5][CH:6]1[O:8][CH:7]1[CH2:5][CH2:4][CH2:3][CH2:2][O:10]1 |f:1.2|. Procedure details: A solution of 1.15 g of the ketone, 1.2 ml of dihydropyran and 10 mg of p-toluolsulfonic acid in 40 ml of methylene chloride is stirred for 30 minutes at 0° C. The product is then diluted with ether, shaken with dilute sodium bicarbonate solution, washed with neutral water, dried via magnesium sulfate and concentrated by evaporation in a vacuum. 1.65 g of the bis-tetrahydropyranyl ether is obtained, which is used without any further purification. Starting materials: O=C1NC(=O)C(c2cn3c4c(cccc24)CCC3)C1c1ccc(OCc2ccccc2)cc1, [H][H]. The product is O=C1NC(=O)C(c2cn3c4c(cccc24)CCC3)C1c1ccc(O)cc1. RXN SMILES: [CH2:1]([c:2]1[cH:3][cH:4][cH:5][cH:6][cH:7]1)[O:8][c:9]1[cH:10][cH:11][c:12]([CH:15]2[C:16](=[O:33])[NH:17][C:18](=[O:32])[CH:19]2[c:20]2[cH:21][n:22]3[c:31]4[c:26]([cH:27][cH:28][cH:29][c:30]24)[CH2:25][CH2:24][CH2:23]3)[cH:13][cH:14]1.[H:34][H:35]>>[OH:8][c:9]1[cH:10][cH:11][c:12]([CH:15]2[C:16](=[O:33])[NH:17][C:18](=[O:32])[CH:19]2[c:20]2[cH:21][n:22]3[c:31]4[c:26]([cH:27][cH:28][cH:29][c:30]24)[CH2:25][CH2:24][CH2:23]3)[cH:13][cH:14]1. Starting materials: CS(=O)(=O)OC1CC=CC1CC(=O)[O-], [Na+], C1CCOC1, [OH-], O. Product: [Na+], O=C([O-])CC1C=CCC1O. RXN SMILES: [CH3:1][S:2](=[O:3])(=[O:4])[O:5][CH:6]1[CH:7]([CH2:11][C:12](=[O:13])[O-:14])[CH:8]=[CH:9][CH2:10]1.[Na+:21].[O:15]1[CH2:16][CH2:17][CH2:18][CH2:19]1.[OH-:20].[OH2:22]>>[Na+:21].[OH:5][CH:6]1[CH:7]([CH2:11][C:12](=[O:13])[O-:14])[CH:8]=[CH:9][CH2:10]1. Starting materials: Cl (hydrogen chloride), O1CCOCC1 (1,4-dioxane), ClC1=C(C(=O)O)C=CC(=C1)C (2-chloro-4-methylbenzoic acid). The solvent is CO (methanol). The product is COC(C1=C(C=C(C=C1)C)Cl)=O (2-Chloro-4-methyl-benzoic acid methyl ester). Yield: 87.0%. RXN SMILES: Cl.O1CCOC[CH2:3]1.[Cl:8][C:9]1[CH:17]=[C:16]([CH3:18])[CH:15]=[CH:14][C:10]=1[C:11]([OH:13])=[O:12]>CO>[CH3:3][O:12][C:11](=[O:13])[C:10]1[CH:14]=[CH:15][C:16]([CH3:18])=[CH:17][C:9]=1[Cl:8]. Reported procedure: Add 4N hydrogen chloride in 1,4-dioxane (20 mL, 80 mmol) to 2-chloro-4-methylbenzoic acid (5.0 g, 29.3 mmol) in methanol (60 mL). Stir the reaction mixture at room temperature over the weekend. Concentrate the reaction mixture and partition the residue between ethyl acetate and saturated aqueous sodium bicarbonate solution. Separate the organic layer and extract the aqueous with ethyl acetate (2×). Combine the organic layers, wash with brine, dry over sodium sulfate, and concentrate to provide t...